This data is from the Open Reaction Database (ORD), a public repository of structured organic reaction records. The task is: describe an organic reaction: reactants, conditions, products, and yield Reactants: CC(C)O, CN(C)Cc1nc(CSCCN)cs1, O=[N+]([O-])C=C(Oc1ccccc1)Oc1ccccc1, C1CCOC1. Yields the product CN(C)Cc1nc(CSCCNC(=C[N+](=O)[O-])Oc2ccccc2)cs1. As a reaction SMILES: [CH:39]([OH:40])([CH3:41])[CH3:42].[NH2:20][CH2:21][CH2:22][S:23][CH2:24][c:25]1[n:26][c:27]([CH2:30][N:31]([CH3:32])[CH3:33])[s:28][cH:29]1.[O:1]([c:2]1[cH:3][cH:4][cH:5][cH:6][cH:7]1)[C:8](=[CH:9][N+:10](=[O:11])[O-:12])[O:13][c:14]1[cH:15][cH:16][cH:17][cH:18][cH:19]1.[O:34]1[CH2:35][CH2:36][CH2:37][CH2:38]1>>[C:8](=[CH:9][N+:10](=[O:11])[O-:12])([O:13][c:14]1[cH:15][cH:16][cH:17][cH:18][cH:19]1)[NH:20][CH2:21][CH2:22][S:23][CH2:24][c:25]1[n:26][c:27]([CH2:30][N:31]([CH3:32])[CH3:33])[s:28][cH:29]1. The reactants are CC(C)(C)OC(=O)N1CCN(c2cccc(-c3cnc4[nH]cc(C(=O)C5(C)CCCCC5)c4n3)c2)CC1, ClCCl, O=C(O)C(F)(F)F. The product is CC1(C(=O)c2c[nH]c3ncc(-c4cccc(N5CCNCC5)c4)nc23)CCCCC1. RXN SMILES: [C:1]([O:2][C:3](=[O:4])[N:8]1[CH2:9][CH2:10][N:11]([c:14]2[cH:15][c:16](-[c:20]3[n:21][c:22]4[c:23]([n:24][cH:25]3)[nH:26][cH:27][c:28]4[C:29](=[O:30])[C:31]3([CH3:37])[CH2:32][CH2:33][CH2:34][CH2:35][CH2:36]3)[cH:17][cH:18][cH:19]2)[CH2:12][CH2:13]1)([CH3:5])([CH3:6])[CH3:7].[Cl:45][CH2:46][Cl:47].[F:38][C:39]([F:40])([F:41])[C:42]([OH:43])=[O:44]>>[NH:8]1[CH2:9][CH2:10][N:11]([c:14]2[cH:15][c:16](-[c:20]3[n:21][c:22]4[c:23]([n:24][cH:25]3)[nH:26][cH:27][c:28]4[C:29](=[O:30])[C:31]3([CH3:37])[CH2:32][CH2:33][CH2:34][CH2:35][CH2:36]3)[cH:17][cH:18][cH:19]2)[CH2:12][CH2:13]1. Starting materials: ClCCCl, Cc1ccc(C(=O)O)c2ccn(C(C)C)c12, CN1CCOCC1, CS(C)=O, Cc1cc(C)c(CN)c(=O)[nH]1, O, On1nnc2cccnc21. Product: Cc1cc(C)c(CNC(=O)c2ccc(C)c3c2ccn3C(C)C)c(=O)[nH]1. RXN SMILES: [CH2:38]([Cl:39])[CH2:40][Cl:41].[CH3:1][c:2]1[cH:3][cH:4][c:5]([C:14](=[O:15])[OH:16])[c:6]2[cH:7][cH:8][n:9]([CH:11]([CH3:12])[CH3:13])[c:10]12.[CH3:42][N:43]1[CH2:44][CH2:45][O:46][CH2:47][CH2:48]1.[CH3:50][S:51](=[O:52])[CH3:53].[NH2:17][CH2:18][c:19]1[c:20](=[O:27])[nH:21][c:22]([CH3:26])[cH:23][c:24]1[CH3:25].[OH2:49].[OH:28][n:29]1[c:30]2[n:31][cH:32][cH:33][cH:34][c:35]2[n:36][n:37]1>>[CH3:1][c:2]1[cH:3][cH:4][c:5]([C:14](=[O:16])[NH:17][CH2:18][c:19]2[c:20](=[O:27])[nH:21][c:22]([CH3:26])[cH:23][c:24]2[CH3:25])[c:6]2[cH:7][cH:8][n:9]([CH:11]([CH3:12])[CH3:13])[c:10]12.